Dataset: the Open Reaction Database (ORD), a public repository of structured organic reaction records. Task: describe an organic reaction: reactants, conditions, products, and yield The reactants are COC(=O)C1=NC=C(C=C1)NCC1=CC(=CC=C1)Cl (5-(m-chlorobenzylamino)-pyridine-2-carboxylic acid methyl ester), [OH-].[Na+] (sodium hydroxide). The solvent is C(C)(C)O (isopropanol), C(C)OCC (diethyl ether), C(C)(C)O (isopropanol). Yields the product ClC=1C=C(CNC=2C=CC(=NC2)C(=O)[O-])C=CC1.[Na+] (sodium 5-(m-chlorobenzylamino)-pyridine-2-carboxylate). Reaction SMILES: C[O:2][C:3]([C:5]1[CH:10]=[CH:9][C:8]([NH:11][CH2:12][C:13]2[CH:18]=[CH:17][CH:16]=[C:15]([Cl:19])[CH:14]=2)=[CH:7][N:6]=1)=[O:4].[OH-].[Na+:21]>C(O)(C)C.C(OCC)C>[Cl:19][C:15]1[CH:14]=[C:13]([CH:18]=[CH:17][CH:16]=1)[CH2:12][NH:11][C:8]1[CH:9]=[CH:10][C:5]([C:3]([O-:4])=[O:2])=[N:6][CH:7]=1.[Na+:21] |f:1.2,5.6|. Procedure details: To the solution of 7 g of 5-(m-chlorobenzylamino)-pyridine-2-carboxylic acid methyl ester in 30 ml of isopropanol, 15 ml of 2 N aqueous sodium hydroxide are added and the mixture is warmed on the steam bath for 1/2 hour. It is diluted with 20 ml of isopropanol and 20 ml of diethyl ether whereupon a precipitate formes on cooling. It is collected and recrystallized from the mixture of 15 ml of water and 5 ml of isopropanol, to yield the sodium 5-(m-chlorobenzylamino)-pyridine-2-carboxylate melting...